Dataset: the Open Reaction Database (ORD), a public repository of structured organic reaction records. Task: describe an organic reaction: reactants, conditions, products, and yield Starting materials: C(C1=CC=CC=C1)N1CCC=2N(C=3C=CC(=CC3C2CC1)S(=O)(=O)C1=CC=CC=C1)CC (3-Benzyl-6-ethyl-9-(phenylsulfonyl)-1,2,3,4,5,6-hexahydroazepino[4,5-b]indole). Reagents/catalysts: CO (methanol), [Pd] (palladium on carbon). Yields the product C(C)N1C2=C(C=3C=C(C=CC13)S(=O)(=O)C1=CC=CC=C1)CCNCC2 (6-Ethyl-9-(phenylsulfonyl)-1,2,3,4,5,6-hexahydroazepino[4,5-b]indole). RXN SMILES: C([N:8]1[CH2:21][CH2:20][C:19]2[C:18]3[CH:17]=[C:16]([S:22]([C:25]4[CH:30]=[CH:29][CH:28]=[CH:27][CH:26]=4)(=[O:24])=[O:23])[CH:15]=[CH:14][C:13]=3[N:12]([CH2:31][CH3:32])[C:11]=2[CH2:10][CH2:9]1)C1C=CC=CC=1>CO.[Pd]>[CH2:31]([N:12]1[C:13]2[CH:14]=[CH:15][C:16]([S:22]([C:25]3[CH:30]=[CH:29][CH:28]=[CH:27][CH:26]=3)(=[O:24])=[O:23])=[CH:17][C:18]=2[C:19]2[CH2:20][CH2:21][NH:8][CH2:9][CH2:10][C:11]1=2)[CH3:32]. Reported procedure: A mixture of 3-benzyl-6-ethyl-9-(phenylsulfonyl)-1,2,3,4,5,6-hexahydroazepino[4,5-b]indole (Step I, 107 mg, 0.241 mmol) in methanol (20 mL, 1 drop concentrated hydrochloric acid) is treated with palladium on carbon (10%, 32 mg) and hydrogenated at 25 psi for 48 hr. The resulting mixture is filtered, rinsing with methanol and methylene chloride, and the filtrate is concentrated to a solid. The solid is purified via chromatography (10 g SG; methanol/methylene chloride/ammonium hydroxide, 20/79/1) ... Starting materials: [H][H] (hydrogen), FC1=CC=C(OCC=2N=C3N(C(N(C=C3)C3=CC=C(C=C3)F)=O)C2)C=C1 (2-(4-fluoro-phenoxymethyl)-6-(4-fluoro-phenyl)-6H-imidazo[1,2-c]pyrimidin-5-one), [H][H] (hydrogen). The reagents and catalysts are [Ni] (Raney nickel), [Ni] (Raney nickel). Run in CCO (EtOH). Yields the product FC1=CC=C(OCC=2N=C3N(C(N(CC3)C3=CC=C(C=C3)F)=O)C2)C=C1 (2-(4-fluoro-phenoxymethyl)-6-(4-fluoro-phenyl)-7,8-dihydro-6H-imidazo[1,2-c]pyrimidin-5-one). Yield: 45.2%. As a reaction SMILES: [F:1][C:2]1[CH:26]=[CH:25][C:5]([O:6][CH2:7][C:8]2[N:9]=[C:10]3[CH:15]=[CH:14][N:13]([C:16]4[CH:21]=[CH:20][C:19]([F:22])=[CH:18][CH:17]=4)[C:12](=[O:23])[N:11]3[CH:24]=2)=[CH:4][CH:3]=1.[H][H]>CCO.[Ni]>[F:1][C:2]1[CH:3]=[CH:4][C:5]([O:6][CH2:7][C:8]2[N:9]=[C:10]3[CH2:15][CH2:14][N:13]([C:16]4[CH:21]=[CH:20][C:19]([F:22])=[CH:18][CH:17]=4)[C:12](=[O:23])[N:11]3[CH:24]=2)=[CH:25][CH:26]=1. Procedure details: A solution of 2-(4-fluoro-phenoxymethyl)-6-(4-fluoro-phenyl)-6H-imidazo[1,2-c]pyrimidin-5-one (0.1 g, 0.28 mmol) in EtOH (25 mL) was hydrogenated in a H-cube reactor (1 mL/min, 30 mm Raney nickel cartridge, 35° C., full hydrogen mode, 3 cycles) and then (1 mL/min, 30 mm Raney nickel cartridge, 40° C., full hydrogen mode, 3 cycles). The solvent was evaporated in vacuo and the crude product was purified by flash column chromatography (silica; AcOEt in DCM with a gradient of 50/50 to 75/25). The de... Starting materials: ClCl (chlorine), FC(F)(F)SSC(F)(F)F (bis-(trifluoromethyl) -disulfane), S(O)(O)(=O)=O (sulfuric acid). Run in liquid. Reaction conditions: temperature 40 celsius, time 12 hour. The product is FC(SCl)(F)F (trifluoromethanesulfenyl chloride), FC(F)(F)SSC(F)(F)F (bis-(trifluoromethyl) -disulfane). RXN SMILES: [F:1][C:2]([S:5][S:6][C:7]([F:10])([F:9])[F:8])([F:4])[F:3].S(=O)(=O)(O)O.[Cl:16]Cl>>[F:1][C:2]([F:4])([F:3])[S:5][Cl:16].[F:1][C:2]([S:5][S:6][C:7]([F:10])([F:9])[F:8])([F:4])[F:3]. Procedure details: 4,040 g of bis-(trifluoromethyl) -disulfane and 2,000 g of 96% strength sulfuric acid were initially placed in a 10 l Hasteloy autoclave and were charged at 18° C. with a pressure of 5 bar of nitrogen. 1,000 ml of liquid chlorine were pumped into this solution at 40° C. in the course of 2 hours. The reaction mixture was stirred for a further 12 hours at 40° C. and under a pressure of 14 to 16 bar, and it was then purified by distillation. 4,250 g of trifluoromethanesulfenyl chloride having a boi... Starting materials: B, CC1CN(Cc2cccc(-c3cc(C#N)ccc3F)c2)CCN1C(=O)OCc1ccccc1, C1CCOC1. Yields the product CC1CN(Cc2cccc(-c3cc(CN)ccc3F)c2)CCN1C(=O)OCc1ccccc1. RXN SMILES: [BH3:34].[C:1](#[N:2])[c:3]1[cH:4][cH:5][c:6]([F:33])[c:7](-[c:9]2[cH:10][c:11]([CH2:15][N:16]3[CH2:17][CH:18]([CH3:32])[N:19]([C:22](=[O:23])[O:24][CH2:25][c:26]4[cH:27][cH:28][cH:29][cH:30][cH:31]4)[CH2:20][CH2:21]3)[cH:12][cH:13][cH:14]2)[cH:8]1.[CH2:35]1[O:36][CH2:37][CH2:38][CH2:39]1>>[CH2:1]([NH2:2])[c:3]1[cH:4][cH:5][c:6]([F:33])[c:7](-[c:9]2[cH:10][c:11]([CH2:15][N:16]3[CH2:17][CH:18]([CH3:32])[N:19]([C:22](=[O:23])[O:24][CH2:25][c:26]4[cH:27][cH:28][cH:29][cH:30][cH:31]4)[CH2:20][CH2:21]3)[cH:12][cH:13][cH:14]2)[cH:8]1. Starting materials: C(=NC1CCCCC1)=NC1CCCCC1, ClCCl, CC(=O)Oc1ccc(C(ON=C(C(=O)O)c2csc(NC(c3ccccc3)(c3ccccc3)c3ccccc3)n2)C(=O)OC(c2ccccc2)c2ccccc2)cc1OC(C)=O, CC(=O)OCC1=C(C(=O)OC(c2ccccc2)c2ccccc2)N2C(=O)C(N)C2SC1. Product: CC(=O)OCC1=C(C(=O)OC(c2ccccc2)c2ccccc2)N2C(=O)C(NC(=O)C(=NOC(C(=O)OC(c3ccccc3)c3ccccc3)c3ccc(OC(C)=O)c(OC(C)=O)c3)c3csc(NC(c4ccccc4)(c4ccccc4)c4ccccc4)n3)C2SC1. Reaction SMILES: [CH:94]1([N:95]=[C:96]=[N:97][CH:98]2[CH2:99][CH2:100][CH2:101][CH2:102][CH2:103]2)[CH2:104][CH2:105][CH2:106][CH2:107][CH2:108]1.[Cl:109][CH2:110][Cl:111].[c:1]1([C:7]([c:8]2[cH:9][cH:10][cH:11][cH:12][cH:13]2)([c:14]2[cH:15][cH:16][cH:17][cH:18][cH:19]2)[NH:20][c:21]2[s:22][cH:23][c:24]([C:26]([C:27](=[O:28])[OH:29])=[N:30][O:31][CH:32]([c:33]3[cH:34][c:35]([O:43][C:44]([CH3:45])=[O:46])[c:36]([O:39][C:40]([CH3:41])=[O:42])[cH:37][cH:38]3)[C:47](=[O:48])[O:49][CH:50]([c:51]3[cH:52][cH:53][cH:54][cH:55][cH:56]3)[c:57]3[cH:58][cH:59][cH:60][cH:61][cH:62]3)[n:25]2)[cH:2][cH:3][cH:4][cH:5][cH:6]1.[c:63]1([CH:69]([c:70]2[cH:71][cH:72][cH:73][cH:74][cH:75]2)[O:76][C:77](=[O:78])[C:79]2=[C:86]([CH2:87][O:88][C:89]([CH3:90])=[O:91])[CH2:85][S:84][CH:83]3[N:80]2[C:81](=[O:93])[CH:82]3[NH2:92])[cH:64][cH:65][cH:66][cH:67][cH:68]1>>[c:1]1([C:7]([c:8]2[cH:9][cH:10][cH:11][cH:12][cH:13]2)([c:14]2[cH:15][cH:16][cH:17][cH:18][cH:19]2)[NH:20][c:21]2[s:22][cH:23][c:24]([C:26]([C:27](=[O:28])[NH:92][CH:82]3[C:81](=[O:93])[N:80]4[C:79]([C:77]([O:76][CH:69]([c:63]5[cH:64][cH:65][cH:66][cH:67][cH:68]5)[c:70]5[cH:71][cH:72][cH:73][cH:74][cH:75]5)=[O:78])=[C:86]([CH2:87][O:88][C:89]([CH3:90])=[O:91])[CH2:85][S:84][CH:83]43)=[N:30][O:31][CH:32]([c:33]3[cH:34][c:35]([O:43][C:44]([CH3:45])=[O:46])[c:36]([O:39][C:40]([CH3:41])=[O:42])[cH:37][cH:38]3)[C:47](=[O:48])[O:49][CH:50]([c:51]3[cH:52][cH:53][cH:54][cH:55][cH:56]3)[c:57]3[cH:58][cH:59][cH:60][cH:61][cH:62]3)[n:25]2)[cH:2][cH:3][cH:4][cH:5][cH:6]1. Starting materials: N1=C(C=NC=C1)C(=O)N (Pyrazinamide), O1CCCC1 (tetrahydrofuran), [N+](=O)(O)[O-] (nitric acid). The solvent is C(C)#N (acetonitrile), C(C)#N (acetonitrile). The product is [N+](=O)(O)[O-].N1=C(C=NC=C1)C(=O)N (Pyrazinamide nitrate salt). Isolated yield 74.0%. Reaction SMILES: [N:1]1[CH:6]=[CH:5][N:4]=[CH:3][C:2]=1[C:7]([NH2:9])=[O:8].O1CCCC1.[N+:15]([O-:18])([OH:17])=[O:16]>C(#N)C>[N+:15]([O-:18])([OH:17])=[O:16].[N:1]1[CH:6]=[CH:5][N:4]=[CH:3][C:2]=1[C:7]([NH2:9])=[O:8] |f:4.5|. Reported procedure: The compound is prepared starting from a solution of Pyrazinamide (2 g, 16.24 mmoles) in a mixture of acetonitrile (30 ml)/tetrahydrofuran (30 ml), by adding a 65% nitric acid solution (1.2 ml) in acetonitrile (5 ml), following then the procedure described in Example 5. Pyrazinamide nitrate salt as amorphous solid is obtained. Yield 74%.